This data is from the Open Reaction Database (ORD), a public repository of structured organic reaction records. The task is: describe an organic reaction: reactants, conditions, products, and yield Starting materials: OC1=CC=C(C=C1)CCCO (3-(4-hydroxyphenyl)-1-propanol), C(=O)([O-])[O-].[K+].[K+] (K2CO3), BrC=1C=CC(=C(C=O)C1)F (5-bromo-2-fluorobenzaldehyde). Run in CN(C(C)=O)C (N,N-dimethylacetamide). Product: BrC=1C=CC(=C(C=O)C1)OC1=CC=C(C=C1)CCCO (5-bromo-2-[4-(3-hydroxy-propyl)-phenoxy]-benzaldehyde). The yield is 99.4%. RXN SMILES: [Br:1][C:2]1[CH:3]=[CH:4][C:5](F)=[C:6]([CH:9]=1)[CH:7]=[O:8].[OH:11][C:12]1[CH:17]=[CH:16][C:15]([CH2:18][CH2:19][CH2:20][OH:21])=[CH:14][CH:13]=1.C([O-])([O-])=O.[K+].[K+]>CN(C)C(=O)C>[Br:1][C:2]1[CH:3]=[CH:4][C:5]([O:11][C:12]2[CH:13]=[CH:14][C:15]([CH2:18][CH2:19][CH2:20][OH:21])=[CH:16][CH:17]=2)=[C:6]([CH:9]=1)[CH:7]=[O:8] |f:2.3.4|. Procedure: In a manner similar to the method described in Example 50a, 5-bromo-2-fluorobenzaldehyde (5.5 g, 27 mmol) (Alfa) was reacted with 3-(4-hydroxyphenyl)-1-propanol (4.5 g, 30 mmol)(Aldrich) and K2CO3 in N,N-dimethylacetamide to give 5-bromo-2-[4-(3-hydroxy-propyl)-phenoxy]-benzaldehyde as a brown oil (Yield 9 g, 99%).